Dataset: the Open Reaction Database (ORD), a public repository of structured organic reaction records. Task: describe an organic reaction: reactants, conditions, products, and yield Starting materials: ClC1=NC2=CC=C(C=C2C(=C1C#N)C1=CC=CC=C1)Cl (2,6-Dichloro-4-phenyl-quinoline-3-carbonitrile), CC1NCCC1 (2-methylpyrrolidine). Yields the product ClC=1C=C2C(=C(C(=NC2=CC1)N1C(CCC1)C)C#N)C1=CC=CC=C1 (6-Chloro-2-(2-methyl-pyrrolidin-1-yl)-4-phenyl-quinoline-3-carbonitrile). RXN SMILES: Cl[C:2]1[C:11]([C:12]#[N:13])=[C:10]([C:14]2[CH:19]=[CH:18][CH:17]=[CH:16][CH:15]=2)[C:9]2[C:4](=[CH:5][CH:6]=[C:7]([Cl:20])[CH:8]=2)[N:3]=1.[CH3:21][CH:22]1[CH2:26][CH2:25][CH2:24][NH:23]1>>[Cl:20][C:7]1[CH:8]=[C:9]2[C:4](=[CH:5][CH:6]=1)[N:3]=[C:2]([N:23]1[CH2:24][CH2:25][CH2:26][CH:22]1[CH3:21])[C:11]([C:12]#[N:13])=[C:10]2[C:14]1[CH:19]=[CH:18][CH:17]=[CH:16][CH:15]=1. Procedure details: The title compound was prepared in analogy to example 27 step C from 2,6-dichloro-4-phenyl-quinoline-3-carbonitrile (prepared as described in example 27 step B) and 2-methylpyrrolidine. Yellow solid. MS (ESI): 348.2 (M+H)+. Product: C(C1=CC=CC=C1)[N+](=CC1=CC=C(O1)S(=O)(=O)O)[O-] (N-Benzyl-α-(2-sulfofuran-5-yl)nitrone). The reactants are C(=O)C1=CC=C(O1)S(=O)(=O)O (5-formylfuran-2-sulfonic acid), [Na] (sodium), [Na] (sodium), C(C1=CC=CC=C1)NO (N-benzylhydroxylamine). Reaction SMILES: [CH:1]([C:3]1[O:7][C:6]([S:8]([OH:11])(=[O:10])=[O:9])=[CH:5][CH:4]=1)=O.[Na].[CH2:13]([NH:20][OH:21])[C:14]1[CH:19]=[CH:18][CH:17]=[CH:16][CH:15]=1>>[CH2:13]([N+:20]([O-:21])=[CH:1][C:3]1[O:7][C:6]([S:8]([OH:11])(=[O:10])=[O:9])=[CH:5][CH:4]=1)[C:14]1[CH:19]=[CH:18][CH:17]=[CH:16][CH:15]=1 |^1:11|. Procedure details: Following the procedure of Example 1 above and using 5-formylfuran-2-sulfonic acid, sodium salt hydrate and N-benzylhydroxylamine, the title compound was prepared in 82% yield as the sodium salt, m.p. 223.7° C. (dec.). Isolated yield 82.0%. The reactants are CC(=O)Nc1ccc(S(=O)(=O)Cl)cc1, NCC(O)(Cn1cncn1)c1ccc(Cl)cc1Cl. Product: CC(=O)Nc1ccc(S(=O)(=O)NCC(O)(Cn2cncn2)c2ccc(Cl)cc2Cl)cc1. RXN SMILES: [C:19]([CH3:20])(=[O:21])[NH:22][c:23]1[cH:24][cH:25][c:26]([S:29](=[O:30])(=[O:31])[Cl:32])[cH:27][cH:28]1.[NH2:1][CH2:2][C:3]([CH2:4][n:5]1[n:6][cH:7][n:8][cH:9]1)([OH:10])[c:11]1[c:12]([Cl:18])[cH:13][c:14]([Cl:17])[cH:15][cH:16]1>>[NH:1]([CH2:2][C:3]([CH2:4][n:5]1[n:6][cH:7][n:8][cH:9]1)([OH:10])[c:11]1[c:12]([Cl:18])[cH:13][c:14]([Cl:17])[cH:15][cH:16]1)[S:29]([c:26]1[cH:25][cH:24][c:23]([NH:22][C:19]([CH3:20])=[O:21])[cH:28][cH:27]1)(=[O:30])=[O:31]. Yield: 98.7%. As a reaction SMILES: [I:1][C:2]1[CH:3]=[C:4]2[C:9](=[CH:10][CH:11]=1)[C:8](=O)[CH2:7][CH2:6][CH2:5]2.C1CCCCC1.[CH3:19][O:20][CH2:21][C@@H:22]1[CH2:26][CH2:25][CH2:24][N:23]1[NH2:27].C(=O)(O)[O-].[Na+]>C(OCC)(=O)C.O.C1(C)C=CC(S(O)(=O)=O)=CC=1.O>[I:1][C:2]1[CH:3]=[C:4]2[C:9](=[CH:10][CH:11]=1)[C:8](=[N:27][N:23]1[CH2:24][CH2:25][CH2:26][C@H:22]1[CH2:21][O:20][CH3:19])[CH2:7][CH2:6][CH2:5]2 |f:3.4,6.7|. Yields the product IC=1C=C2CCCC(C2=CC1)=NN1[C@@H](CCC1)COC ((S)—N-(6-iodo-3,4-dihydronaphthalen-1(2H)-ylidene)-2-(methoxymethyl)pyrrolidin-1-amine). Procedure details: To a stirred mixture of 6-iodo-3,4-dihydronaphthalen-1(2H)-one (I-8A, 20.90 g, 77 mmol), p-toluenesulfonic acid monohydrate (0.584 g, 3.07 mmol), and cyclohexane (40 mL) was added (S)-2-(methoxymethyl)pyrrolidin-1-amine (10 g, 77 mmol) dropwise at room temperature under nitrogen. The mixture was heated with azeotropic removal of water for 5 h. The reaction mixture was diluted with ethyl acetate (20 mL) and mixed with saturated aqueous sodium bicarbonate solution (15 mL). The aqueous layer was se... Solvent: O (water), C(C)(=O)OCC (ethyl acetate). Reagents/catalysts: O.C1(=CC=C(C=C1)S(=O)(=O)O)C (p-toluenesulfonic acid monohydrate). Reactants: C([O-])(O)=O.[Na+] (sodium bicarbonate), IC=1C=C2CCCC(C2=CC1)=O (6-iodo-3,4-dihydronaphthalen-1(2H)-one), C1CCCCC1 (cyclohexane), COC[C@H]1N(CCC1)N ((S)-2-(methoxymethyl)pyrrolidin-1-amine). The reactants are N1C(=NC=C1)CN(CC=1NC=CN1)CC1=CC=C(C(=O)O)C=C1 (4-[N,N-bis-(imidazol-2-ylmethyl)aminomethyl]-benzoic acid), C(C1=CC=CC=C1)OC(=O)NCCCCN (N-benzyloxycarbonyl-1,4-diaminobutane), CCN=C=NCCCN(C)C.Cl (WSCI hydrochloride), C=1C=CC2=C(C1)N=NN2O (HOBt). Run in CN(C)C=O (DMF). Reaction conditions: time 14 hour. The product is N1C(=NC=C1)CN(CC=1NC=CN1)CC1=CC=C(C(=O)NCCCCNC(=O)OCC2=CC=CC=C2)C=C1 (4-{[bis(1H-imidazol-2-ylmethyl)-amino]-methyl}-N-(4-benzyloxycarbonylaminobutyl)-benzamide). Reaction SMILES: [NH:1]1[CH:5]=[CH:4][N:3]=[C:2]1[CH2:6][N:7]([CH2:14][C:15]1[CH:23]=[CH:22][C:18]([C:19](O)=[O:20])=[CH:17][CH:16]=1)[CH2:8][C:9]1[NH:10][CH:11]=[CH:12][N:13]=1.[CH2:24]([O:31][C:32]([NH:34][CH2:35][CH2:36][CH2:37][CH2:38][NH2:39])=[O:33])[C:25]1[CH:30]=[CH:29][CH:28]=[CH:27][CH:26]=1.CCN=C=NCCCN(C)C.Cl.C1C=CC2N(O)N=NC=2C=1>CN(C=O)C>[NH:3]1[CH:4]=[CH:5][N:1]=[C:2]1[CH2:6][N:7]([CH2:14][C:15]1[CH:16]=[CH:17][C:18]([C:19]([NH:39][CH2:38][CH2:37][CH2:36][CH2:35][NH:34][C:32]([O:31][CH2:24][C:25]2[CH:30]=[CH:29][CH:28]=[CH:27][CH:26]=2)=[O:33])=[O:20])=[CH:22][CH:23]=1)[CH2:8][C:9]1[NH:13][CH:12]=[CH:11][N:10]=1 |f:2.3|. Procedure: The compound (413 mg) obtained in Example 2-2 and N-benzyloxycarbonyl-1,4-diaminobutane (247 mg) were dissolved in anhydrous DMF (8.0 ml) and added with WSCI hydrochloride (234 mg) and HOBt (165 mg), followed by stirring at room temperature for 14 hours. After completion of the reaction, the solvent was distilled off. The residue was dissolved in chloroform, washed with 1 mol/l hydrochloric acid, a 1 mol/l sodium hydroxide aqueous solution, and saturated saline solution, and dried with anhydrous...